From a dataset of the Open Reaction Database (ORD), a public repository of structured organic reaction records. describe an organic reaction: reactants, conditions, products, and yield Starting materials: N(=NC(C(=O)[O-])(CC)C)C(C(=O)[O-])(CC)C (2,2′-azobis(methyl 2-methylpropionate)), C(C(=C)C)(=O)OC1OCCCC1 (2-tetrahydropyranyl methacrylate), C(C1CO1)OC1=CC=C(C=C1)C=C (p-vinylphenyl glycidyl ether), C(C(=C)C)(=O)OCCO (2-hydroxyethyl methacrylate). The solvent is C(C(C)C)C(=O)C (methyl isobutyl ketone), CCCCCCC (heptane). Conditions: time 6 hour. The product is C(C(=C)C)(=O)OC1OCCCC1.C(C1CO1)OC1=CC=C(C=C1)C=C.C(C(=C)C)(=O)OCCO (2-tetrahydropyranyl methacrylate p-vinylphenyl glycidyl ether 2-hydroxyethyl methacrylate), COCCOCCOCC (diethylene glycol ethyl methyl ether). Reaction SMILES: [C:1]([O:6][CH:7]1[CH2:12][CH2:11][CH2:10][CH2:9][O:8]1)(=[O:5])[C:2]([CH3:4])=[CH2:3].[CH2:13]([O:17][C:18]1[CH:23]=[CH:22][C:21]([CH:24]=[CH2:25])=[CH:20][CH:19]=1)[CH:14]1[O:16][CH2:15]1.[C:26]([O:31][CH2:32][CH2:33][OH:34])(=[O:30])[C:27]([CH3:29])=[CH2:28].N([C:44](C)(CC)[C:45]([O-:47])=O)=NC(C)(CC)C([O-])=O>CCCCCCC.C(C(C)=O)C(C)C>[C:1]([O:6][CH:7]1[CH2:12][CH2:11][CH2:10][CH2:9][O:8]1)(=[O:5])[C:2]([CH3:4])=[CH2:3].[CH2:13]([O:17][C:18]1[CH:23]=[CH:22][C:21]([CH:24]=[CH2:25])=[CH:20][CH:19]=1)[CH:14]1[O:16][CH2:15]1.[C:26]([O:31][CH2:32][CH2:33][OH:34])(=[O:30])[C:27]([CH3:29])=[CH2:28].[CH3:15][O:16][CH2:14][CH2:13][O:17][CH2:18][CH2:19][O:47][CH2:45][CH3:44] |f:6.7.8|. Procedure details: Into a 500 ml-volume three-neck flask, 57.0 g (0.36 mol) of 2-tetrahydropyranyl methacrylate, 31.7 g (0.18 mol) of p-vinylphenyl glycidyl ether, 7.8 g (0.06 mol) of 2-hydroxyethyl methacrylate and 300 ml of methyl isobutyl ketone were charged. A catalytic amount of 2,2′-azobis(methyl 2-methylpropionate) was added thereto as a radical polymerization initiator, and polymerization was allowed to proceed at 80° C. for 6 hours in a nitrogen stream. The reaction solution was cooled and then poured in ... Reactants: ClC1=NC=2NC(NC(C2N1CC=C)=O)=O (8-chloro-7-(2-propen-1-yl)-3,7-dihydro-1H-purine-2,6-dione), C([O-])([O-])=O.[Na+].[Na+] (sodium carbonate), BrCCC(C)C (1-bromo-3-methylbutane). The solvent is CN(C)C=O (DMF). Reaction conditions: temperature 50 celsius. Product: ClC1=NC=2N(C(NC(C2N1CC=C)=O)=O)CCC(C)C (8-chloro-3-(3-methylbutyl)-7-(2-propen-1-yl)-3,7-dihydro-1H-purine-2,6-dione). RXN SMILES: [Cl:1][C:2]1[N:10]([CH2:11][CH:12]=[CH2:13])[C:9]2[C:8](=[O:14])[NH:7][C:6](=[O:15])[NH:5][C:4]=2[N:3]=1.C(=O)([O-])[O-].[Na+].[Na+].Br[CH2:23][CH2:24][CH:25]([CH3:27])[CH3:26]>CN(C=O)C>[Cl:1][C:2]1[N:10]([CH2:11][CH:12]=[CH2:13])[C:9]2[C:8](=[O:14])[NH:7][C:6](=[O:15])[N:5]([CH2:23][CH2:24][CH:25]([CH3:27])[CH3:26])[C:4]=2[N:3]=1 |f:1.2.3|. Procedure: A solution of 8-chloro-7-(2-propen-1-yl)-3,7-dihydro-1H-purine-2,6-dione (1.5 g, 6.6 mmol) in DMF (40 ml) was treated with sodium carbonate (0.9 g, 8.5 mmol) and 1-bromo-3-methylbutane (1.04 g, 6.9 mmol). The stirred mixture was heated at 50° C. for 18 hours then cooled and evaporated to dryness. The residue was treated with water (60 ml) and extracted with ethyl acetate (3×80 ml). The organic fractions were combined, dried over magnesium sulfate, filtered and evaporated. The residue was tritura...